Dataset: the Open Reaction Database (ORD), a public repository of structured organic reaction records. Task: describe an organic reaction: reactants, conditions, products, and yield Starting materials: COC(CN=C=S)OC (2,2-Dimethoxyethyl isothiocyanate), O.NN (hydrazine hydrate). Run in C(C)O (ethanol). Conditions: time 12 hour. The product is COC(CNC(NN)=S)OC (4-(2,2-dimethoxyethyl)-thiosemicarbazide). Yield: 70.4%. RXN SMILES: [CH3:1][O:2][CH:3]([O:8][CH3:9])[CH2:4][N:5]=[C:6]=[S:7].O.[NH2:11][NH2:12]>C(O)C>[CH3:1][O:2][CH:3]([O:8][CH3:9])[CH2:4][NH:5][C:6](=[S:7])[NH:11][NH2:12] |f:1.2|. Procedure: 2,2-Dimethoxyethyl isothiocyanate (37.7 g) is added in the course of 1 hour to a solution of hydrazine hydrate (14.35 g) in ethanol (40 cc), whilst stirring at a temperature of between 5° and 9° C. After 12 hours at 4° C., the mixture is concentrated to dryness at 20° C. under reduced pressure (20 mm Hg; 2.7 kPa). The yellow syrup obtained crystallises after seeding. The solid is dissolved in hot methanol (50 cc) and the solution is filtered and diluted with diethyl ether (200 cc). After about t... Reactants: ClC1=C(C=C(C=C1)[N+](=O)[O-])S(=O)(=O)N (2-chloro-5-nitro-benzenesulfonamide), amine, C(C1=CC=CC=C1)N (benzyl amine), chloro. Product: NC1=C(C=C(C=C1)N)S(=O)(=O)N (2,5-diamino-benzenesulfonamide). Reaction SMILES: Cl[C:2]1[CH:7]=[CH:6][C:5]([N+:8]([O-])=O)=[CH:4][C:3]=1[S:11]([NH2:14])(=[O:13])=[O:12].C([NH2:22])C1C=CC=CC=1>>[NH2:22][C:2]1[CH:7]=[CH:6][C:5]([NH2:8])=[CH:4][C:3]=1[S:11]([NH2:14])(=[O:13])=[O:12]. Procedure: The 2-chloro-5-nitro-benzenesulfonamide intermediate (prepared as described in schemes 11 and 12) can be treated with a benzylic amine, such as benzyl amine, to displace the chloro moiety. Hydrogenation under standard conditions can be used to remove the benzylic group and to reduce the nitro group at the same time to afford the desired 2,5-diamino-benzenesulfonamide intermediate.